This data is from the Open Reaction Database (ORD), a public repository of structured organic reaction records. The task is: describe an organic reaction: reactants, conditions, products, and yield Starting materials: ClC=1C(=C(C(=C(C1)C(C)Cl)OCC)C1CN(C1)C(=O)OC(C)(C)C)F (tert-Butyl 3-[3-chloro-5-(1-chloroethyl)-6-ethoxy-2-fluorophenyl]azetidine-1-carboxylate), IC1=NNC2=NC=NC(=C21)N (3-iodo-1H-pyrazolo[3,4-d]pyrimidin-4-amine). The product is NC1=C2C(=NC=N1)N(N=C2I)C(C)C=2C(=C(C(=C(C2)Cl)F)C2CN(C2)C(=O)OC(C)(C)C)OCC (tert-Butyl 3-{3-[1-(4-amino-3-iodo-1H-pyrazolo[3,4-d]pyrimidin-1-yl)ethyl]-5-chloro-2-ethoxy-6-fluorophenyl}azetidine-1-carboxylate). Reaction SMILES: [Cl:1][C:2]1[C:3]([F:25])=[C:4]([CH:14]2[CH2:17][N:16]([C:18]([O:20][C:21]([CH3:24])([CH3:23])[CH3:22])=[O:19])[CH2:15]2)[C:5]([O:11][CH2:12][CH3:13])=[C:6]([CH:8](Cl)[CH3:9])[CH:7]=1.[I:26][C:27]1[C:35]2[C:30](=[N:31][CH:32]=[N:33][C:34]=2[NH2:36])[NH:29][N:28]=1>>[NH2:36][C:34]1[N:33]=[CH:32][N:31]=[C:30]2[N:29]([CH:8]([C:6]3[C:5]([O:11][CH2:12][CH3:13])=[C:4]([CH:14]4[CH2:17][N:16]([C:18]([O:20][C:21]([CH3:24])([CH3:23])[CH3:22])=[O:19])[CH2:15]4)[C:3]([F:25])=[C:2]([Cl:1])[CH:7]=3)[CH3:9])[N:28]=[C:27]([I:26])[C:35]=12. Procedure details: This compound was prepared using procedures analogous to those for Example 139 step 5, with racemic tert-butyl 3-[3-chloro-5-(1-chloroethyl)-6-ethoxy-2-fluorophenyl]azetidine-1-carboxylate from Example 139 Step 4 and 3-iodo-1H-pyrazolo[3,4-d]pyrimidin-4-amine as starting materials. LCMS calculated for C23H28ClFIN6O3 (M+H)+: m/z=617.1; Found:617.1 The reactants are C(C1=CC=CC=C1)N1C(CC(C1)N(CC1=C(C=C(C=C1)F)F)C(=O)OC(C)(C)C)C(=O)O (1-benzyl-4-[tert-butoxycarbonyl-(2,4-difluoro-benzyl)-amino]-pyrrolidine-2-carboxylic acid), FC1=C(C=CC=C1)N1CCNCC1 (1-(2-fluoro-phenyl)-piperazine). Yields the product C(C1=CC=CC=C1)N1[C@@H](C[C@@H](C1)NCC1=C(C=C(C=C1)F)F)C(=O)N1CCN(CC1)C1=C(C=CC=C1)F ([(2S,4S)-1-Benzyl-4-(2,4-difluoro-benzylamino)-pyrrolidin-2-yl]-[4-(2-fluoro-phenyl)-piperazin-1-yl]-methanone). Yield: 9.9%. As a reaction SMILES: [CH2:1]([N:8]1[CH2:12][CH:11]([N:13](C(OC(C)(C)C)=O)[CH2:14][C:15]2[CH:20]=[CH:19][C:18]([F:21])=[CH:17][C:16]=2[F:22])[CH2:10][CH:9]1[C:30](O)=[O:31])[C:2]1[CH:7]=[CH:6][CH:5]=[CH:4][CH:3]=1.[F:33][C:34]1[CH:39]=[CH:38][CH:37]=[CH:36][C:35]=1[N:40]1[CH2:45][CH2:44][NH:43][CH2:42][CH2:41]1>>[CH2:1]([N:8]1[CH2:12][C@@H:11]([NH:13][CH2:14][C:15]2[CH:20]=[CH:19][C:18]([F:21])=[CH:17][C:16]=2[F:22])[CH2:10][C@H:9]1[C:30]([N:43]1[CH2:44][CH2:45][N:40]([C:35]2[CH:36]=[CH:37][CH:38]=[CH:39][C:34]=2[F:33])[CH2:41][CH2:42]1)=[O:31])[C:2]1[CH:7]=[CH:6][CH:5]=[CH:4][CH:3]=1. Reported procedure: As described for Example 1f, 1-benzyl-4-[tert-butoxycarbonyl-(2,4-difluoro-benzyl)-amino]-pyrrolidine-2-carboxylic acid (60.0 mg, 0.134 mmol) was converted, using 1-(2-fluoro-phenyl)-piperazine instead of 2-piperazin-1-yl-benzonitrile, to the title compound (6.8 mg, 9.9%) as light yellow oil. MS m/e=509.4 [M+H]+.